This data is from the Open Reaction Database (ORD), a public repository of structured organic reaction records. The task is: describe an organic reaction: reactants, conditions, products, and yield The reactants are COC1=CC=C(C=C1)S(=O)(=O)NC1=C(C=CC=C1)/C=C/C1=CC=NC=C1 ((E)-4-[2-[2-[[(p-methoxyphenyl)sulfonyl]amino]phenyl]ethenyl]pyridine), C[S-].[Na+] (sodium methanethiolate). The solvent is CN(C)C=O (DMF). Conditions: temperature 100 celsius, time 8 hour. Product: OC1=CC=C(C=C1)S(=O)(=O)NC1=C(C=CC=C1)/C=C/C1=CC=NC=C1 ((E)-4-[2-[2-[[(p-Hydroxyphenyl)sulfonyl]amino]phenyl]ethenyl]pyridine). The yield is 9.9%. As a reaction SMILES: C[O:2][C:3]1[CH:8]=[CH:7][C:6]([S:9]([NH:12][C:13]2[CH:18]=[CH:17][CH:16]=[CH:15][C:14]=2/[CH:19]=[CH:20]/[C:21]2[CH:26]=[CH:25][N:24]=[CH:23][CH:22]=2)(=[O:11])=[O:10])=[CH:5][CH:4]=1.C[S-].[Na+]>CN(C=O)C>[OH:2][C:3]1[CH:4]=[CH:5][C:6]([S:9]([NH:12][C:13]2[CH:18]=[CH:17][CH:16]=[CH:15][C:14]=2/[CH:19]=[CH:20]/[C:21]2[CH:22]=[CH:23][N:24]=[CH:25][CH:26]=2)(=[O:11])=[O:10])=[CH:7][CH:8]=1 |f:1.2|. Procedure: In DMF was dissolved 2.00 g of the (E)-4-[2-[2-[[(p-methoxyphenyl)sulfonyl]amino]phenyl]ethenyl]pyridine obtained in Example 3, followed by addition of 1.91 g of sodium methanethiolate, and the mixture was stirred at 100° C. overnight and then after-treated. The resulting crystals were recrystallized from methanol to provide 0.19 g of the title compound (white powders).